From a dataset of the Open Reaction Database (ORD), a public repository of structured organic reaction records. describe an organic reaction: reactants, conditions, products, and yield The reactants are Nc1ccc(Br)cc1, O=C(Cl)c1ccccc1Cl. The product is Nc1ccc(Br)cc1C(=O)c1ccccc1Cl. As a reaction SMILES: [Br:11][c:12]1[cH:13][cH:14][c:15]([NH2:16])[cH:17][cH:18]1.[Cl:1][C:2](=[O:3])[c:4]1[cH:5][cH:6][cH:7][cH:8][c:9]1[Cl:10]>>[C:2](=[O:3])([c:4]1[cH:5][cH:6][cH:7][cH:8][c:9]1[Cl:10])[c:14]1[cH:13][c:12]([Br:11])[cH:18][cH:17][c:15]1[NH2:16]. Reactants: C(C1=CC=CC=C1)N1N=NC(=C1NC=O)C(N)=O (1-Benzyl-4-carbamoyl-5-formamido-1,2,3-triazole), ( C ), C(C1=CC=CC=C1)(=O)Cl (benzoyl chloride), Cl (hydrochloric acid). Solvent: [OH-].[Na+] (sodium hydroxide), [OH-].[Na+] (sodium hydroxide). Run at temperature 0 celsius. The product is C(C1=CC=CC=C1)(=O)NC1=C(N=NN1CC1=CC=CC=C1)C(N)=O (5-benzamido-1-benzyl-4-carbamoyl-1,2,3-triazole). Reaction SMILES: [CH2:1]([N:8]1[C:12]([NH:13][CH:14]=[O:15])=[C:11]([C:16](=[O:18])[NH2:17])[N:10]=[N:9]1)[C:2]1[CH:7]=[CH:6][CH:5]=[CH:4][CH:3]=1.C(Cl)(=O)[C:20]1[CH:25]=[CH:24][CH:23]=[CH:22][CH:21]=1.Cl>[OH-].[Na+]>[C:14]([NH:13][C:12]1[N:8]([CH2:1][C:2]2[CH:7]=[CH:6][CH:5]=[CH:4][CH:3]=2)[N:9]=[N:10][C:11]=1[C:16](=[O:18])[NH2:17])(=[O:15])[C:20]1[CH:25]=[CH:24][CH:23]=[CH:22][CH:21]=1 |f:3.4|. Procedure details: 1-Benzyl-4-carbamoyl-5-formamido-1,2,3-triazole (40 g.; prepared as described by A. Albert, J.Chem.Soc., 1969 (C), 152) was dissolved in 2N sodium hydroxide solution (156 ml.), and treated with alternate successive portions of benzoyl chloride (total 24 ml.) and 2N aqueous sodium hydroxide solution (total 140 ml.) with vigorous agitation, and cooling with ice, over a period of 2 hours. The solution was then acidified to pH 4 with concentrated hydrochloric acid, again cooling with ice, and the pr... Starting materials: Fc1ncccc1-c1cscc1Br, CCN, CCOC(C)=O, C1COCCO1. The product is CCNc1ncccc1-c1cscc1Br. Reaction SMILES: [Br:1][c:2]1[cH:3][s:4][cH:5][c:6]1-[c:7]1[c:8]([F:13])[n:9][cH:10][cH:11][cH:12]1.[CH3:14][CH2:15][NH2:16].[CH3:23][CH2:24][O:25][C:26](=[O:27])[CH3:28].[O:17]1[CH2:18][CH2:19][O:20][CH2:21][CH2:22]1>>[Br:1][c:2]1[cH:3][s:4][cH:5][c:6]1-[c:7]1[c:8]([NH:16][CH2:15][CH3:14])[n:9][cH:10][cH:11][cH:12]1. Starting materials: ClC1=CC(=CC=C1)C(=O)OO (3-chloroperbenzoic acid), BrC=1C=NC2=CC=CC=C2C1 (3-bromoquinoline), ClC1=CC(=CC=C1)C(=O)OO (3-chloroperbenzoic acid). Run in C(Cl)Cl (DCM), C(Cl)Cl (DCM). Conditions: temperature 5 celsius, time 5 hour. The product is BrC=1C=[N+](C2=CC=CC=C2C1)[O-] (3-bromoquinoline-1-oxide). Reaction SMILES: ClC1C=CC=C(C(OO)=[O:9])C=1.[Br:12][C:13]1[CH:14]=[N:15][C:16]2[C:21]([CH:22]=1)=[CH:20][CH:19]=[CH:18][CH:17]=2>C(Cl)Cl>[Br:12][C:13]1[CH:14]=[N+:15]([O-:9])[C:16]2[C:21]([CH:22]=1)=[CH:20][CH:19]=[CH:18][CH:17]=2. Procedure: A solution of 72% 3-chloroperbenzoic acid (97.8 g (0.408 mol) dissolved in 1 L DCM, dried on sodium sulphate and filtered off) was added dropwise to a solution of 85.0 g 0.41 mol) 3-bromoquinoline in 100 mL DCM cooled to 5° C. Care was taken to ensure that the temperature of the reaction mixture did not rise above 10° C. After the addition had ended the mixture was stirred for 5 h, then a solution of 72% 3-chloroperbenzoic acid (25.0 g, 0.104 mol) dissolved in 200 mL DCM, dried on sodium sulphat... The reactants are COc1cc(OC)nc(Cl)n1, O=C(c1cc(C(F)(F)F)cc(C(F)(F)F)c1)N1CCC2(CC1)C(=O)NCN2c1ccccc1. Product: COc1cc(OC)nc(N2CN(c3ccccc3)C3(CCN(C(=O)c4cc(C(F)(F)F)cc(C(F)(F)F)c4)CC3)C2=O)n1. As a reaction SMILES: [Cl:34][c:35]1[n:36][c:37]([O:43][CH3:44])[cH:38][c:39]([O:41][CH3:42])[n:40]1.[F:1][C:2]([c:3]1[cH:4][c:5]([C:6](=[O:7])[N:8]2[CH2:9][CH2:10][C:11]3([C:12](=[O:22])[NH:13][CH2:14][N:15]3[c:16]3[cH:17][cH:18][cH:19][cH:20][cH:21]3)[CH2:23][CH2:24]2)[cH:25][c:26]([C:28]([F:29])([F:30])[F:31])[cH:27]1)([F:32])[F:33]>>[F:1][C:2]([c:3]1[cH:4][c:5]([C:6](=[O:7])[N:8]2[CH2:9][CH2:10][C:11]3([C:12](=[O:22])[N:13]([c:35]4[n:36][c:37]([O:43][CH3:44])[cH:38][c:39]([O:41][CH3:42])[n:40]4)[CH2:14][N:15]3[c:16]3[cH:17][cH:18][cH:19][cH:20][cH:21]3)[CH2:23][CH2:24]2)[cH:25][c:26]([C:28]([F:29])([F:30])[F:31])[cH:27]1)([F:32])[F:33]. The reactants are O1C(=CC2=C1C=CC=C2)C(=O)NCCSC2=CC=C(C(=O)OC)C=C2 (methyl 4-{2-[(benzofuran-2-yl-carbonyl)amino]ethylsulfanyl}-benzoate), NO (hydroxylamine), CO (Methanol), [OH-].[Na+] (NaOH). Solvent: C1CCOC1 (THF), O (water). Run at time 3 day. Product: ONC(C1=CC=C(C=C1)SCCNC(=O)C=1OC2=C(C1)C=CC=C2)=O (N-hydroxy-4-[2-(benzofuran-2-ylcarbonylamino)ethylsulfanyl]-benzamide). RXN SMILES: [O:1]1[C:5]2[CH:6]=[CH:7][CH:8]=[CH:9][C:4]=2[CH:3]=[C:2]1[C:10]([NH:12][CH2:13][CH2:14][S:15][C:16]1[CH:25]=[CH:24][C:19]([C:20](OC)=[O:21])=[CH:18][CH:17]=1)=[O:11].[NH2:26][OH:27].CO.[OH-].[Na+]>C1COCC1.O>[OH:27][NH:26][C:20](=[O:21])[C:19]1[CH:24]=[CH:25][C:16]([S:15][CH2:14][CH2:13][NH:12][C:10]([C:2]2[O:1][C:5]3[CH:6]=[CH:7][CH:8]=[CH:9][C:4]=3[CH:3]=2)=[O:11])=[CH:17][CH:18]=1 |f:3.4|. Procedure details: To a solution of methyl 4-{2-[(benzofuran-2-yl-carbonyl)amino]ethylsulfanyl}-benzoate in THF (2 ml) was added a solution of 50% hydroxylamine in water (4 ml). Methanol (2 ml) and 0.1 M NaOH (0.1 ml) were added. The reaction mixture was stirred for three days at room temperature. The solvents were evaporated and the residue was crystallized from dichloromethane/ethyl acetate, to give the title compound (46 mg). RXN SMILES: [CH3:1][O:2][C:3](=[O:34])[CH:4]([CH:16]1[CH2:20][C:19](=[O:21])[N:18]([CH2:22][C:23]2[CH:28]=[CH:27][C:26]([O:29][CH3:30])=[CH:25][C:24]=2[O:31][CH3:32])[C:17]1=[O:33])[NH:5]C(OCC1C=CC=CC=1)=O.[H][H]>CO.C(O)(=O)C.[Pd]>[CH3:1][O:2][C:3](=[O:34])[CH:4]([CH:16]1[CH2:20][C:19](=[O:21])[N:18]([CH2:22][C:23]2[CH:28]=[CH:27][C:26]([O:29][CH3:30])=[CH:25][C:24]=2[O:31][CH3:32])[C:17]1=[O:33])[NH2:5]. Reagents/catalysts: [Pd] (palladium black). Starting materials: COC(C(NC(=O)OCC1=CC=CC=C1)C1C(N(C(C1)=O)CC1=C(C=C(C=C1)OC)OC)=O)=O (benzyloxycarbonyl-2-[1-(2,4-dimethoxybenzyl)-2,5-dioxopyrrolidin-3-yl] glycine methyl ester), [H][H] (hydrogen). Run in CO (methanol), C(C)(=O)O (acetic acid). Procedure details: In a mixture of 50 ml of methanol and 5 ml of acetic acid was dissolved 3 g of benzyloxycarbonyl-2-[1-(2,4-dimethoxybenzyl)-2,5-dioxopyrrolidin-3-yl] glycine methyl ester and after addition of 500 mg of palladium black, the mixture was stirred in a stream of hydrogen at room temperature for 2.5 hours. The catalyst was filtered off and the filtrate was concentrated to dryness under reduced pressure. The concentrate was chromatographed on a silica gel column and eluted with toluene-acetone (4:1). ... Yields the product COC(C(N)C1C(N(C(C1)=O)CC1=C(C=C(C=C1)OC)OC)=O)=O (2-[1-(2,4-Dimethoxybenzyl)-2,5-dioxopyrrolidin-3-yl]-glycine methyl ester). The reactants are BrCC1=C(C=C(C(=O)OC)C=C1)OC (methyl 4-(bromomethyl)-3-methoxybenzoate), ice water, [H-].[Na+] (NaH), C(CC(=O)C)(=O)OCC (ethyl acetoacetate). Solvent: C1CCOC1 (THF), C1CCOC1 (THF). Reaction conditions: temperature 70 celsius, time 10 minute. The product is COC=1C=C(C(=O)OC)C=CC1CC(C(C)=O)C(=O)OC (Methyl 3-methoxy-4-(2-(methoxycarbonyl)-3-oxobutyl)benzoate). RXN SMILES: [H-].[Na+].[C:3]([O:9][CH2:10]C)(=[O:8])[CH2:4][C:5]([CH3:7])=[O:6].Br[CH2:13][C:14]1[CH:23]=[CH:22][C:17]([C:18]([O:20][CH3:21])=[O:19])=[CH:16][C:15]=1[O:24][CH3:25]>C1COCC1>[CH3:25][O:24][C:15]1[CH:16]=[C:17]([CH:22]=[CH:23][C:14]=1[CH2:13][CH:4]([C:3]([O:9][CH3:10])=[O:8])[C:5](=[O:6])[CH3:7])[C:18]([O:20][CH3:21])=[O:19] |f:0.1|. Procedure: NaH (60% in mineral oil, 1.5 g) was added portion-wise over 10 mins to a solution of ethyl acetoacetate (4.4 mL) in THF (60 mL) at 0° C. The mixture was then stirred for 10 mins. Then, a solution of methyl 4-(bromomethyl)-3-methoxybenzoate (7.5 g) in THF (40 mL) was added and the mixture was warmed to 70° C. and stirred for 15 h. The mixture was then poured into ice/water (300 mL) and stirred for 30 mins. The resulting aqueous mixture was extracted with EtOAc. The organic extracts were combined,... Starting materials: [Al+3], COC(=O)c1cn(Cc2ccc(OCc3nc(-c4ccccc4)oc3C)cc2)nc1C(C)C, [H-], [H-], [H-], [H-], [Li+], C1CCOC1, O. The product is Cc1oc(-c2ccccc2)nc1COc1ccc(Cn2cc(CO)c(C(C)C)n2)cc1. Reaction SMILES: [Al+3:2].[CH:7]([CH3:8])([CH3:9])[c:10]1[n:11][n:12]([CH2:19][c:20]2[cH:21][cH:22][c:23]([O:26][CH2:27][c:28]3[n:29][c:30](-[c:34]4[cH:35][cH:36][cH:37][cH:38][cH:39]4)[o:31][c:32]3[CH3:33])[cH:24][cH:25]2)[cH:13][c:14]1[C:15](=[O:16])[O:17][CH3:18].[H-:1].[H-:4].[H-:5].[H-:6].[Li+:3].[O:41]1[CH2:42][CH2:43][CH2:44][CH2:45]1.[OH2:40]>>[CH:7]([CH3:8])([CH3:9])[c:10]1[n:11][n:12]([CH2:19][c:20]2[cH:21][cH:22][c:23]([O:26][CH2:27][c:28]3[n:29][c:30](-[c:34]4[cH:35][cH:36][cH:37][cH:38][cH:39]4)[o:31][c:32]3[CH3:33])[cH:24][cH:25]2)[cH:13][c:14]1[CH2:15][OH:16].